Dataset: the Open Reaction Database (ORD), a public repository of structured organic reaction records. Task: describe an organic reaction: reactants, conditions, products, and yield Reactants: CC1=NC=2C=CC=C3OCC(N1C23)CO ((2-Methyl-3,4-dihydro-5-oxa-1,2a-diaza-acenaphthylen-3-yl)-methanol), C1(=CC=C(C=C1)S(=O)(=O)Cl)C (p-toluenesulfonyl chloride). Run in N1=CC=CC=C1 (pyridine). Reaction conditions: time 8 hour. The product is CC1=NC=2C=CC=C3OCC(N1C23)COS(=O)(=O)C2=CC=C(C=C2)C (Toluene-4-sulfonic acid 2-methyl-3,4-dihydro-5-oxa-1,2a-diaza-acenaphthylen-3-ylmethyl ester). Reaction SMILES: [CH3:1][C:2]1[N:12]2[C:13]3[C:8]([O:9][CH2:10][CH:11]2[CH2:14][OH:15])=[CH:7][CH:6]=[CH:5][C:4]=3[N:3]=1.[C:16]1([CH3:26])[CH:21]=[CH:20][C:19]([S:22](Cl)(=[O:24])=[O:23])=[CH:18][CH:17]=1>N1C=CC=CC=1>[CH3:1][C:2]1[N:12]2[C:13]3[C:8]([O:9][CH2:10][CH:11]2[CH2:14][O:15][S:22]([C:19]2[CH:20]=[CH:21][C:16]([CH3:26])=[CH:17][CH:18]=2)(=[O:24])=[O:23])=[CH:7][CH:6]=[CH:5][C:4]=3[N:3]=1. Procedure details: (2-Methyl-3,4-dihydro-5-oxa-1,2a-diaza-acenaphthylen-3-yl)-methanol (2.0 g, 9.8 mmole) was dissolved in pyridine (35 mL), p-toluenesulfonyl chloride (4.0 g, 20.9 mmole) was added and the resulting mixture was stirred at room temperature overnight. The solvent was removed and the residue partitioned between 400 mL each of methylene chloride and saturated aqueous sodium bicarbonate. The organic phase was washed with brine, dried over sodium sulfate, filtered and concentrated in vacuum. The crude r...